Dataset: the Open Reaction Database (ORD), a public repository of structured organic reaction records. Task: describe an organic reaction: reactants, conditions, products, and yield Product: CCN1C(C(=O)Nc2coc3ccccc3c2=O)C(=O)c2ccccc2S1(=O)=O. RXN SMILES: [CH2:30]([CH3:31])[I:32].[CH3:33][N:34]([CH3:35])[CH:36]=[O:37].[H-:28].[Na+:29].[O:1]=[C:2]1[CH:3]([C:14](=[O:15])[NH:16][c:17]2[cH:18][o:19][c:20]3[c:21]([c:22]2=[O:23])[cH:24][cH:25][cH:26][cH:27]3)[NH:4][S:5](=[O:12])(=[O:13])[c:6]2[c:7]1[cH:8][cH:9][cH:10][cH:11]2>>[O:1]=[C:2]1[CH:3]([C:14](=[O:15])[NH:16][c:17]2[cH:18][o:19][c:20]3[c:21]([c:22]2=[O:23])[cH:24][cH:25][cH:26][cH:27]3)[N:4]([CH2:30][CH3:31])[S:5](=[O:12])(=[O:13])[c:6]2[c:7]1[cH:8][cH:9][cH:10][cH:11]2. Reactants: CCI, CN(C)C=O, [H-], [Na+], O=C(Nc1coc2ccccc2c1=O)C1NS(=O)(=O)c2ccccc2C1=O. Starting materials: CCO, CC(C)NC(C)C, CCCNCC1CC1, CCCN(CC1CC1)c1cc(C(=O)Nc2ccc(S(=O)(=O)NCC(=O)OC)cc2C)ncn1, CCCN(CC1CC1)c1cc(C(=O)Nc2ccc(S(=O)(=O)NCC(=O)OCC)cc2C)ncn1, COC(=O)CNS(=O)(=O)c1ccc(NC(=O)c2cc(Cl)ncn2)c(C)c1. The product is CCCN(CC1CC1)c1cc(C(=O)Nc2ccc(S(=O)(=O)NCC(=O)O)cc2C)ncn1. RXN SMILES: [CH3:109][CH2:110][OH:111].[CH:27]([NH:28][CH:29]([CH3:30])[CH3:31])([CH3:32])[CH3:33].[CH:34]1([CH2:35][NH:36][CH2:37][CH2:38][CH3:39])[CH2:40][CH2:41]1.[CH:42]1([CH2:45][N:46]([c:47]2[cH:48][c:49]([C:53](=[O:54])[NH:55][c:56]3[c:57]([CH3:71])[cH:58][c:59]([S:62](=[O:63])(=[O:64])[NH:65][CH2:66][C:67](=[O:68])[O:69][CH3:70])[cH:60][cH:61]3)[n:50][cH:51][n:52]2)[CH2:72][CH2:73][CH3:74])[CH2:43][CH2:44]1.[CH:75]1([CH2:76][N:77]([CH2:78][CH2:79][CH3:80])[c:81]2[n:82][cH:83][n:84][c:85]([C:86]([NH:87][c:88]3[cH:89][cH:90][c:91]([S:92]([NH:93][CH2:94][C:95]([O:96][CH2:97][CH3:98])=[O:99])(=[O:100])=[O:101])[cH:102][c:103]3[CH3:104])=[O:105])[cH:106]2)[CH2:107][CH2:108]1.[Cl:1][c:2]1[n:3][cH:4][n:5][c:6]([C:7]([NH:8][c:9]2[cH:10][cH:11][c:12]([S:13]([NH:14][CH2:15][C:16]([O:17][CH3:18])=[O:19])(=[O:20])=[O:21])[cH:22][c:23]2[CH3:24])=[O:25])[cH:26]1>>[CH:42]1([CH2:45][N:46]([c:47]2[cH:48][c:49]([C:53](=[O:54])[NH:55][c:56]3[c:57]([CH3:71])[cH:58][c:59]([S:62](=[O:63])(=[O:64])[NH:65][CH2:66][C:67](=[O:68])[OH:69])[cH:60][cH:61]3)[n:50][cH:51][n:52]2)[CH2:72][CH2:73][CH3:74])[CH2:43][CH2:44]1. The product is C=C1C(=O)OC(C1)C.C(=C)C1=C(C=CC=C1)C=C (α-methylene-γ-valerolactone divinyl benzene). Reactants: C=C1C(=O)OC(C1)C (α-methylene-γ-valerolactone), C1=CC=CC=C1 (benzene), C(=C)C1=C(C=CC=C1)C=C (divinyl benzene), azobisisobutylnitrile. RXN SMILES: [CH2:1]=[C:2]1[CH2:7][CH:6]([CH3:8])[O:5][C:3]1=[O:4].C1C=CC=CC=1.[CH:15]([C:17]1[CH:22]=[CH:21][CH:20]=[CH:19][C:18]=1[CH:23]=[CH2:24])=[CH2:16]>>[CH2:1]=[C:2]1[CH2:7][CH:6]([CH3:8])[O:5][C:3]1=[O:4].[CH:15]([C:17]1[CH:22]=[CH:21][CH:20]=[CH:19][C:18]=1[CH:23]=[CH2:24])=[CH2:16] |f:3.4|. Run at temperature 65 celsius, time 5 hour. Procedure details: To a dry 100 mL round bottom flask equipped with a magnetic stir bar was charged 1.0153 g (8.98×10−3 mol) α-methylene-γ-valerolactone, 16.78 g (0.215 mol) benzene, 0.0561 g (4.31×10−4 mol) divinyl benzene, and 0.0067 g (4.08×10−5 mol) azobisisobutylnitrile. The reactor was purged with nitrogen for 30 minutes before heating to 65° C. The reactor was held at 65° C. for 5 hours before letting cooling the reaction mixture to room temperature and drying under vacuum.